describe an organic reaction: reactants, conditions, products, and yield From a dataset of the Open Reaction Database (ORD), a public repository of structured organic reaction records. Starting materials: NC1=C2C(=NC=N1)N(N=C2I)C(C)C=2OC(C1=CC=CC=C1C2C2=CC=CC=C2)=O (3-(1-(4-amino-3-iodo-1H-pyrazolo[3,4-d]pyrimidin-1-yl)ethyl)-4-phenyl-1H-isochromen-1-one), C(C1=CC=CC=C1)OC=1C=C(C=NC1C(F)(F)F)B(O)O ((5-(benzyloxy)-6-(trifluoromethyl)pyridin-3-yl)boronic acid), crude material, Cl (HCl), [H][H] (hydrogen). The reagents and catalysts are [Pd] (palladium on carbon). Run in CC(C)O (2-Propanol). The product is NC1=C2C(=NC=N1)N(N=C2C=2C=NC(=C(C2)O)C(F)(F)F)C(C)C=2OC(C1=CC=CC=C1C2C2=CC=CC=C2)=O (3-(1-(4-amino-3-(5-hydroxy-6-(trifluoromethyl)pyridin-3-yl)-1H-pyrazolo[3,4-d]pyrimidin-1-yl)ethyl)-4-phenyl-1H-isochromen-1-one). Yield: 18.9%. RXN SMILES: [NH2:1][C:2]1[N:7]=[CH:6][N:5]=[C:4]2[N:8]([CH:12]([C:14]3[O:15][C:16](=[O:30])[C:17]4[C:22]([C:23]=3[C:24]3[CH:29]=[CH:28][CH:27]=[CH:26][CH:25]=3)=[CH:21][CH:20]=[CH:19][CH:18]=4)[CH3:13])[N:9]=[C:10](I)[C:3]=12.C([O:38][C:39]1[CH:40]=[C:41](B(O)O)[CH:42]=[N:43][C:44]=1[C:45]([F:48])([F:47])[F:46])C1C=CC=CC=1.Cl.[H][H]>CC(O)C.[Pd]>[NH2:1][C:2]1[N:7]=[CH:6][N:5]=[C:4]2[N:8]([CH:12]([C:14]3[O:15][C:16](=[O:30])[C:17]4[C:22]([C:23]=3[C:24]3[CH:29]=[CH:28][CH:27]=[CH:26][CH:25]=3)=[CH:21][CH:20]=[CH:19][CH:18]=4)[CH3:13])[N:9]=[C:10]([C:41]3[CH:42]=[N:43][C:44]([C:45]([F:47])([F:48])[F:46])=[C:39]([OH:38])[CH:40]=3)[C:3]=12. Procedure details: The title compound was made in a similar way as that of example 68, using 3-(1-(4-amino-3-iodo-1H-pyrazolo[3,4-d]pyrimidin-1-yl)ethyl)-4-phenyl-1H-isochromen-1-one (intermediate D2a, 100 mg, 0.196 mmol) and (5-(benzyloxy)-6-(trifluoromethyl)pyridin-3-yl)boronic acid (Intermediate G25, 87 mg, 0.295 mmol). The resulting crude material was reacted in 2-Propanol (10 ml) with 1 N aqueous HCl (1 ml), palladium on carbon 5% wet (0.071 mmol) and hydrogen (1 atm). Then, catalyst was filtered off over cel... Starting materials: C([C@H](O)[C@@H](O)C(=O)O)(=O)O (L(+)-tartaric acid), tetraalkyl titanate, C[Si](C)(C)C#N (trimethylsilylcyanide), C(C1=CC=CC=C1)=O (benzaldehyde). Run at time 30 minute. Product: C(#N)[C@@H](C1=CC=CC=C1)O ((R)-(+)-α-cyanobenzyl alcohol). As a reaction SMILES: C(O)(=O)[C@@H]([C@H](C(O)=O)O)O.C[Si]([C:15]#[N:16])(C)C.[CH:17](=[O:24])[C:18]1[CH:23]=[CH:22][CH:21]=[CH:20][CH:19]=1>>[C:15]([C@H:17]([OH:24])[C:18]1[CH:23]=[CH:22][CH:21]=[CH:20][CH:19]=1)#[N:16]. Procedure: To a solution of L(+)-tartaric acid derivative shown in Table 1 (2 mmol) in a solvent shown in Table 1 (20 ml), a tetraalkyl titanate shown in Table 1 (2 mmol) was dropwise added and stirred for 30 minutes at room temperature. After evaporating volatile components off in the same manner as in Example 1, a solvent shown in Table 1 (20 ml) was added to the residue and stirred at room temperature to obtain a homogeneous solution. To the resulting solution, trimethylsilylcyanide (218 mg) and then be... Starting materials: O=C(CBr)c1ccccn1, Br, C1CCOC1, c1ccncc1. The product is Br, O=C(C[n+]1ccccc1)c1ccccn1. Reaction SMILES: [Br:2][CH2:3][C:4](=[O:5])[c:6]1[n:7][cH:8][cH:9][cH:10][cH:11]1.[BrH:1].[O:18]1[CH2:19][CH2:20][CH2:21][CH2:22]1.[cH:12]1[cH:13][cH:14][n:15][cH:16][cH:17]1>>[BrH:2].[CH2:3]([C:4](=[O:5])[c:6]1[n:7][cH:8][cH:9][cH:10][cH:11]1)[n+:15]1[cH:14][cH:13][cH:12][cH:17][cH:16]1. Reactants: [H-].[Na+] (sodium hydride), C(C)I (ethyl iodide), C(C1=CC=CC=C1)N1C(CN(CC1)C(C1=CC(=C(C(=C1)OC)OC)OC)=O)CO (1-benzyl-4-(3,4,5-trimethoxybenzoyl)piperazine-2-methanol). Run in CN(C=O)C (N,N-dimethylformamide), CN(C=O)C (N,N-dimethylformamide). Reaction conditions: time 5 minute. Yields the product C(C1=CC=CC=C1)N1C(CN(CC1)C(C1=CC(=C(C(=C1)OC)OC)OC)=O)COCC (1-benzyl-2-ethoxymethyl-4-(3,4,5trimethoxybenzoyl)piperazine), product. RXN SMILES: [CH2:1]([N:8]1[CH2:13][CH2:12][N:11]([C:14](=[O:27])[C:15]2[CH:20]=[C:19]([O:21][CH3:22])[C:18]([O:23][CH3:24])=[C:17]([O:25][CH3:26])[CH:16]=2)[CH2:10][CH:9]1[CH2:28][OH:29])[C:2]1[CH:7]=[CH:6][CH:5]=[CH:4][CH:3]=1.[H-].[Na+].[CH2:32](I)[CH3:33]>CN(C)C=O>[CH2:1]([N:8]1[CH2:13][CH2:12][N:11]([C:14](=[O:27])[C:15]2[CH:16]=[C:17]([O:25][CH3:26])[C:18]([O:23][CH3:24])=[C:19]([O:21][CH3:22])[CH:20]=2)[CH2:10][CH:9]1[CH2:28][O:29][CH2:32][CH3:33])[C:2]1[CH:3]=[CH:4][CH:5]=[CH:6][CH:7]=1 |f:1.2|. Procedure details: In N,N-dimethylformamide (2 ml) is dissolved 1-benzyl-4-(3,4,5-trimethoxybenzoyl)piperazine-2-methanol (1.0 g). The solution is added dropwise to a mixture of sodium hydride (0.15 g) and N,N-dimethylformamide (4 ml) taking 5 minutes at 0 ° C while stirring. To the mixture is further added ethyl iodide (0.5 g) at 0° C., followed by stirring for 30 minutes at room temperature. The reaction mixture is poured into icewater and extracted with ethyl acetate. The organic layer is washed with water and ... Starting materials: C(C)(C)(C)OC(=O)N1CCC(CC1)(O)C1=CC(=CC=C1)C (N-t-butoxycarbonyl-4-(3-methylphenyl)-4-hydroxy piperidine), Cl (HCl). The solvent is CCOC(=O)C (EtOAc). Yields the product Cl.CC=1C=C(C=CC1)C1(CCNCC1)O (4-(3-Methylphenyl)-4-hydroxypiperidine hydrochloride). Reaction SMILES: C(OC([N:8]1[CH2:13][CH2:12][C:11]([C:15]2[CH:20]=[CH:19][CH:18]=[C:17]([CH3:21])[CH:16]=2)([OH:14])[CH2:10][CH2:9]1)=O)(C)(C)C.[ClH:22]>CCOC(C)=O>[ClH:22].[CH3:21][C:17]1[CH:16]=[C:15]([C:11]2([OH:14])[CH2:10][CH2:9][NH:8][CH2:13][CH2:12]2)[CH:20]=[CH:19][CH:18]=1 |f:3.4|. Reported procedure: To a solution of N-t-butoxycarbonyl-4-(3-methylphenyl)-4-hydroxy piperidine (0.546 mg, 1.87 mmol) in EtOAc (30 ml) at 0° C. was bubbled gasseous HCl until saturated. After 10 min the solvent was evaporated in vacuo to afford the title compound of sufficient purity to be used in the next step. Starting materials: C1(=CC=CC=C1)N1N=C(C2=C1C1=C(SC2)C=CC=C1)C(=O)OCC (1,4-dihydro-1-phenyl-[1]-benzothiopyrano[4,3-c]pyrazole-3-carboxylic acid, ethyl ester), [OH-].[K+] (KOH), Cl (HCl). Solvent: ice water, C(C)O (ethanol). The product is C1(=CC=CC=C1)N1N=C(C2=C1C1=C(SC2)C=CC=C1)C(=O)O (1,4-dihydro-1-phenyl-[1]-benzothiopyrano[4,3-c]pyrazol-3-carboxylic acid). The yield is 88.6%. Reaction SMILES: [C:1]1([N:7]2[C:11]3[C:12]4[CH:19]=[CH:18][CH:17]=[CH:16][C:13]=4[S:14][CH2:15][C:10]=3[C:9]([C:20]([O:22]CC)=[O:21])=[N:8]2)[CH:6]=[CH:5][CH:4]=[CH:3][CH:2]=1.[OH-].[K+].Cl>C(O)C>[C:1]1([N:7]2[C:11]3[C:12]4[CH:19]=[CH:18][CH:17]=[CH:16][C:13]=4[S:14][CH2:15][C:10]=3[C:9]([C:20]([OH:22])=[O:21])=[N:8]2)[CH:2]=[CH:3][CH:4]=[CH:5][CH:6]=1 |f:1.2|. Procedure details: 1,4-dihydro-1-phenyl-[1]-benzothiopyrano[4,3-c]pyrazole-3-carboxylic acid, ethyl ester (3,2 g) is heated with 1% KOH solution in ethanol (80 ml) under reflux for 30 minutes. The reaction mixture is diluted with ice water and acidified to pH 3 with 37% HCl. The precipitate is filtered, washed with water and dried in vacuo at 50° C. to give 1,4-dihydro-1-phenyl-[1]-benzothiopyrano[4,3-c]pyrazol-3-carboxylic acid (2.6 g) which is reacted with thionyl chloride (0.9 ml) in dioxane (50 ml) under reflu... RXN SMILES: [Br:32][CH2:33][c:34]1[cH:35][cH:36][cH:37][cH:38][cH:39]1.[CH2:1]([CH3:2])[O:3][C:4]([CH:5]([CH2:6][c:7]1[cH:8][cH:9][c:10]([CH2:13][CH2:14][N:15]([CH2:16][CH2:17][CH2:18][CH2:19][CH2:20][CH2:21][CH3:22])[C:23](=[O:24])[O:25][C:26]([CH3:27])([CH3:28])[CH3:29])[cH:11][cH:12]1)[OH:30])=[O:31].[OH2:40]>>[CH2:1]([CH3:2])[O:3][C:4]([CH:5]([CH2:6][c:7]1[cH:8][cH:9][c:10]([CH2:13][CH2:14][N:15]([CH2:16][CH2:17][CH2:18][CH2:19][CH2:20][CH2:21][CH3:22])[C:23](=[O:24])[O:25][C:26]([CH3:27])([CH3:28])[CH3:29])[cH:11][cH:12]1)[O:30][CH2:33][c:34]1[cH:35][cH:36][cH:37][cH:38][cH:39]1)=[O:31]. Product: CCCCCCCN(CCc1ccc(CC(OCc2ccccc2)C(=O)OCC)cc1)C(=O)OC(C)(C)C. Reactants: BrCc1ccccc1, CCCCCCCN(CCc1ccc(CC(O)C(=O)OCC)cc1)C(=O)OC(C)(C)C, O. Starting materials: C(C)(C)(CC)OC(=O)NC=1SC=C(N1)C(C(=O)OCC)=O (Ethyl 2-(2-t-pentyloxycarbonylamino-1,3-thiazol-4-yl)glyoxylate), [OH-].[Na+] (sodium hydroxide), ( 6-5 ). The solvent is O (water). Yields the product C(C)(C)(CC)OC(=O)NC=1SC=C(N1)C(C(=O)O)=O (2-(2-t-pentyloxycarbonylamino-1,3-thiazol-4-yl)glyoxylic acid). Yield: 68.6%. RXN SMILES: [C:1]([O:6][C:7]([NH:9][C:10]1[S:11][CH:12]=[C:13]([C:15](=[O:21])[C:16]([O:18]CC)=[O:17])[N:14]=1)=[O:8])([CH2:4][CH3:5])([CH3:3])[CH3:2].[OH-].[Na+]>O>[C:1]([O:6][C:7]([NH:9][C:10]1[S:11][CH:12]=[C:13]([C:15](=[O:21])[C:16]([OH:18])=[O:17])[N:14]=1)=[O:8])([CH2:4][CH3:5])([CH3:2])[CH3:3] |f:1.2|. Reported procedure: Ethyl 2-(2-t-pentyloxycarbonylamino-1,3-thiazol-4-yl)glyoxylate (2.8 g.) and a solution of sodium hydroxide (0.54 g.) in water (20 ml.) were treated according to a similar manner to that of Preparation (6-5) to give brown powder of 2-(2-t-pentyloxycarbonylamino-1,3-thiazol-4-yl)glyoxylic acid (1.75 g.). Reactants: C1(=CC=CC=C1)N1N=C(C=C1C=1SC=CC1)CCC=O (3-(1-phenyl-5-(thiophene-2-yl)-1H-pyrazol-3-yl)-propanal), [BH-](OC(=O)C)(OC(=O)C)OC(=O)C.[Na+] (NaBH(OAc)3), ClC=1C=C(C=CC1Cl)N1CCNCC1 (1-(3,4-dichlorophenyl)piperazine), CCN(C(C)C)C(C)C (DIPEA). Yields the product ClC=1C=C(C=CC1Cl)N1CCN(CC1)CCCC1=NN(C(=C1)C=1SC=CC1)C1=CC=CC=C1 (1-(3,4-dichlorophenyl)-4-(3-(1-phenyl-5-(thiophene-2-yl)-1H-pyrazol-3-yl)propyl)piperazine). RXN SMILES: [C:1]1([N:7]2[C:11]([C:12]3[S:13][CH:14]=[CH:15][CH:16]=3)=[CH:10][C:9]([CH2:17][CH2:18][CH:19]=O)=[N:8]2)[CH:6]=[CH:5][CH:4]=[CH:3][CH:2]=1.[Cl:21][C:22]1[CH:23]=[C:24]([N:29]2[CH2:34][CH2:33][NH:32][CH2:31][CH2:30]2)[CH:25]=[CH:26][C:27]=1[Cl:28].CCN(C(C)C)C(C)C.[BH-](OC(C)=O)(OC(C)=O)OC(C)=O.[Na+]>>[Cl:21][C:22]1[CH:23]=[C:24]([N:29]2[CH2:34][CH2:33][N:32]([CH2:19][CH2:18][CH2:17][C:9]3[CH:10]=[C:11]([C:12]4[S:13][CH:14]=[CH:15][CH:16]=4)[N:7]([C:1]4[CH:6]=[CH:5][CH:4]=[CH:3][CH:2]=4)[N:8]=3)[CH2:31][CH2:30]2)[CH:25]=[CH:26][C:27]=1[Cl:28] |f:3.4|. Reported procedure: 51 mg (68%) of target compound was obtained by using a method same as in Example 1 by using 3-(1-phenyl-5-(thiophene-2-yl)-1H-pyrazol-3-yl)-propanal (40 mg, 0.142 mmol), 1-(3,4-dichlorophenyl)piperazine (33 mg, 0.142 mmol), DIPEA (0.040 mL, 0.213 mmol) and NaBH(OAc)3 (90 mg, 0.573 mmol).